This data is from the Open Reaction Database (ORD), a public repository of structured organic reaction records. The task is: describe an organic reaction: reactants, conditions, products, and yield Reactants: [Li]CCCC (n-BuLi), BrC=1SC=CN1 (2-bromothiazole), C(C1=CC=CC=C1)OC=1C=C(C=O)C=CC1[N+](=O)[O-] (3-benzyloxy-4-nitrobenzaldehyde), [NH4+].[Cl-] (NH4Cl). Solvent: CCOCC (ether), C1CCOC1 (THF). Reaction conditions: temperature -78 celsius, time 30 minute. The product is C(C1=CC=CC=C1)OC=1C=C(C=CC1[N+](=O)[O-])C(O)C=1SC=CN1 ((3-Benzyloxy-4-nitrophenyl)-thiazol-2-yl-methanol). RXN SMILES: [Li]CCCC.Br[C:7]1[S:8][CH:9]=[CH:10][N:11]=1.[CH2:12]([O:19][C:20]1[CH:21]=[C:22]([CH:25]=[CH:26][C:27]=1[N+:28]([O-:30])=[O:29])[CH:23]=[O:24])[C:13]1[CH:18]=[CH:17][CH:16]=[CH:15][CH:14]=1.[NH4+].[Cl-]>CCOCC.C1COCC1>[CH2:12]([O:19][C:20]1[CH:21]=[C:22]([CH:23]([C:7]2[S:8][CH:9]=[CH:10][N:11]=2)[OH:24])[CH:25]=[CH:26][C:27]=1[N+:28]([O-:30])=[O:29])[C:13]1[CH:14]=[CH:15][CH:16]=[CH:17][CH:18]=1 |f:3.4|. Reported procedure: To a solution of n-BuLi (1.9 mL, 2.5 M in hexane) in ether (8 mL) at −78° C. is added 2-bromothiazole (0.34 mL, 3.80 mmol) dropwise. The yellow solution is stirred at −78° C. for 30 min and 3-benzyloxy-4-nitrobenzaldehyde (83, step A) (0.81 g, 3.16 mmol) in THF (2 mL) is added. After stirring for 30 min, the purple suspension is poured into a sat. NH4Cl solution (50 mL) and is extracted with EtOAc. The organic layer is washed with brine, dried over MgSO4 and concentrated. The residue is then pur... The reactants are CC(C)N(C)C1CCC(NC(=O)CC(=O)Nc2cc(C(F)(F)F)ccc2NC(=O)OC(C)(C)C)C(CS(=O)(=O)c2ccccc2)C1, ClCCl, O=C(O)C(F)(F)F. Yields the product CC(C)N(C)C1CCC(NC(=O)CC(=O)Nc2cc(C(F)(F)F)ccc2N)C(CS(=O)(=O)c2ccccc2)C1. RXN SMILES: [CH:1]([CH3:2])([CH3:3])[N:4]([CH:5]1[CH2:6][CH:7]([CH2:36][S:37](=[O:38])(=[O:39])[c:40]2[cH:41][cH:42][cH:43][cH:44][cH:45]2)[CH:8]([NH:11][C:12]([CH2:13][C:14](=[O:15])[NH:16][c:17]2[c:18]([NH:27][C:28](=[O:29])[O:30][C:31]([CH3:32])([CH3:33])[CH3:34])[cH:19][cH:20][c:21]([C:23]([F:24])([F:25])[F:26])[cH:22]2)=[O:35])[CH2:9][CH2:10]1)[CH3:46].[Cl:54][CH2:55][Cl:56].[F:47][C:48]([F:49])([F:50])[C:51]([OH:52])=[O:53]>>[CH:1]([CH3:2])([CH3:3])[N:4]([CH:5]1[CH2:6][CH:7]([CH2:36][S:37](=[O:38])(=[O:39])[c:40]2[cH:41][cH:42][cH:43][cH:44][cH:45]2)[CH:8]([NH:11][C:12]([CH2:13][C:14](=[O:15])[NH:16][c:17]2[c:18]([NH2:27])[cH:19][cH:20][c:21]([C:23]([F:24])([F:25])[F:26])[cH:22]2)=[O:35])[CH2:9][CH2:10]1)[CH3:46]. Starting materials: CC(C)(C)OC(=O)C=Cc1cc[nH]c1, [Cl-], [H-], [Na+], [Na+], C1CCOC1, Cc1ccc(S(=O)(=O)Cl)cc1. The product is Cc1ccc(S(=O)(=O)n2ccc(C=CC(=O)OC(C)(C)C)c2)cc1. As a reaction SMILES: [C:3]([CH3:4])([CH3:5])([CH3:6])[O:7][C:8]([CH:9]=[CH:10][c:11]1[cH:12][nH:13][cH:14][cH:15]1)=[O:16].[Cl-:29].[H-:1].[Na+:28].[Na+:2].[O:30]1[CH2:31][CH2:32][CH2:33][CH2:34]1.[c:17]1([CH3:27])[cH:18][cH:19][c:20]([S:23](=[O:24])(=[O:25])[Cl:26])[cH:21][cH:22]1>>[C:3]([CH3:4])([CH3:5])([CH3:6])[O:7][C:8]([CH:9]=[CH:10][c:11]1[cH:12][n:13]([S:23]([c:20]2[cH:19][cH:18][c:17]([CH3:27])[cH:22][cH:21]2)(=[O:24])=[O:25])[cH:14][cH:15]1)=[O:16]. Starting materials: CC=1C=C(C=C(C1)C)SC1=C(N=CN1)C(C)C (5-(3,5-dimethylphenylthio)-4-isopropyl-1H-imidazole), [H-].[Na+] (sodium hydride), CI (methyl iodide). Run in CN(C=O)C (N,N-dimethylformamide), ice water. Conditions: time 5 minute. Yields the product CC=1C=C(C=C(C1)C)SC1=C(N=CN1C)C(C)C (5-(3,5-dimethylphenylthio)-4-isopropyl-1-methyl-1H-imidazole). Isolated yield 78.0%. As a reaction SMILES: [CH3:1][C:2]1[CH:3]=[C:4]([S:9][C:10]2[NH:14][CH:13]=[N:12][C:11]=2[CH:15]([CH3:17])[CH3:16])[CH:5]=[C:6]([CH3:8])[CH:7]=1.[H-].[Na+].[CH3:20]I>CN(C)C=O>[CH3:1][C:2]1[CH:3]=[C:4]([S:9][C:10]2[N:14]([CH3:20])[CH:13]=[N:12][C:11]=2[CH:15]([CH3:17])[CH3:16])[CH:5]=[C:6]([CH3:8])[CH:7]=1 |f:1.2|. Procedure details: In 10 ml of dry N,N-dimethylformamide was dissolved 1.0 g (4.1 mmol)of 5-(3,5-dimethylphenylthio)-4-isopropyl-1H-imidazole (X=Y=Me)(9), followed by addition of 330 mg (8.3 mmol)of 60% sodium hydride under ice-cooling. After 5 minutes, 690 mg (4.9 mmol)of methyl iodide was added and the mixture was stirred for 10 minutes. This reaction mixture was poured in ice-water and extracted with diethyl ether. The organic layer was washed with water and dried over sodium sulfate. The solvent was then disti... Reaction SMILES: [CH2:1]1[CH2:6][CH2:5][C:4]([CH2:11][NH2:12])([CH2:7][C:8]([OH:10])=[O:9])[CH2:3][CH2:2]1.Cl.C(=O)([O-])[O-].[Na+].[Na+]>C(O)C1C=CC=CC=1>[CH2:1]1[CH2:2][CH2:3][C:4]([CH2:11][NH2:12])([CH2:7][C:8]([OH:10])=[O:9])[CH2:5][CH2:6]1 |f:0.1,2.3.4|. The reactants are C1CCC(CC1)(CC(=O)O)CN.Cl (Gabapentin hydrochloride), C([O-])([O-])=O.[Na+].[Na+] (sodium carbonate). Reported procedure: Gabapentin hydrochloride (50 g, 0.24 mol) was dissolved in benzyl alcohol (335 ml) at room temperature. Finely powdered sodium carbonate (25.4 g, 0.23 mol) was added, and the reaction mixture was stirred until the solution pH reaches 7.0 to 7.5. It will take about 2 to 3 hours. The suspension was filtered and the residue washed with about 15 ml benzyl alcohol. The clear filtrate was cooled to 0-5° C. and 700 ml of methyl tert.butyl ether (MTBE) was added. The solution was stirred for one hour an... Reaction conditions: temperature 2.5 celsius, time 2.5 hour. The solvent is C(C1=CC=CC=C1)O (benzyl alcohol). The product is C1CCC(CC1)(CC(=O)O)CN (gabapentin). The reactants are C1COCCO1, COCOc1ccc(C(C(=O)Nc2ccc(OCCN(C)C)cc2)=C(c2ccccc2)C2CC2)cc1, CO, Cl, [Na+], O=C([O-])O, O. Product: CN(C)CCOc1ccc(NC(=O)C(=C(c2ccccc2)C2CC2)c2ccc(O)cc2)cc1. As a reaction SMILES: [CH2:45]1[O:46][CH2:47][CH2:48][O:49][CH2:50]1.[CH3:1][N:2]([CH2:3][CH2:4][O:5][c:6]1[cH:7][cH:8][c:9]([NH:12][C:13]([C:14](=[C:15]([c:16]2[cH:17][cH:18][cH:19][cH:20][cH:21]2)[CH:22]2[CH2:23][CH2:24]2)[c:25]2[cH:26][cH:27][c:28]([O:31][CH2:32][O:33][CH3:34])[cH:29][cH:30]2)=[O:35])[cH:10][cH:11]1)[CH3:36].[CH3:43][OH:44].[ClH:37].[Na+:42].[O-:38][C:39]([OH:40])=[O:41].[OH2:51]>>[CH3:1][N:2]([CH2:3][CH2:4][O:5][c:6]1[cH:7][cH:8][c:9]([NH:12][C:13]([C:14](=[C:15]([c:16]2[cH:17][cH:18][cH:19][cH:20][cH:21]2)[CH:22]2[CH2:23][CH2:24]2)[c:25]2[cH:26][cH:27][c:28]([OH:31])[cH:29][cH:30]2)=[O:35])[cH:10][cH:11]1)[CH3:36].